From a dataset of the Open Reaction Database (ORD), a public repository of structured organic reaction records. describe an organic reaction: reactants, conditions, products, and yield The reactants are [OH-].[Na+] (sodium hydroxide), C1(CC1)C1=CC(=C(C(=C1C1=CC=C(C=C1)F)F)OCC)CN1CCC(CC1)N1C(C=2C=C(C(=NC2CC1)CCC)C(=O)OCC)=O (ethyl 6-(1-((6-cyclopropyl-3-ethoxy-2,4′-difluorobiphenyl-4-yl)methyl)piperidin-4-yl)-5-oxo-2-propyl-5,6,7,8-tetrahydro-1,6-naphthyridine-3-carboxylate). Run in C(C)O (ethanol). Conditions: temperature 80 celsius, time 2 hour. The product is C1(CC1)C1=CC(=C(C(=C1C1=CC=C(C=C1)F)F)OCC)CN1CCC(CC1)N1C(C=2C=C(C(=NC2CC1)CCC)C(=O)O)=O (6-(1-((6-Cyclopropyl-3-ethoxy-2,4′-difluorobiphenyl-4-yl)methyl)piperidin-4-yl)-5-oxo-2-propyl-5,6,7,8-tetrahydro-1,6-naphthyridine-3-carboxylic acid). Isolated yield 93.9%. RXN SMILES: [OH-].[Na+].[CH:3]1([C:6]2[C:11]([C:12]3[CH:17]=[CH:16][C:15]([F:18])=[CH:14][CH:13]=3)=[C:10]([F:19])[C:9]([O:20][CH2:21][CH3:22])=[C:8]([CH2:23][N:24]3[CH2:29][CH2:28][CH:27]([N:30]4[CH2:39][CH2:38][C:37]5[N:36]=[C:35]([CH2:40][CH2:41][CH3:42])[C:34]([C:43]([O:45]CC)=[O:44])=[CH:33][C:32]=5[C:31]4=[O:48])[CH2:26][CH2:25]3)[CH:7]=2)[CH2:5][CH2:4]1>C(O)C>[CH:3]1([C:6]2[C:11]([C:12]3[CH:17]=[CH:16][C:15]([F:18])=[CH:14][CH:13]=3)=[C:10]([F:19])[C:9]([O:20][CH2:21][CH3:22])=[C:8]([CH2:23][N:24]3[CH2:25][CH2:26][CH:27]([N:30]4[CH2:39][CH2:38][C:37]5[N:36]=[C:35]([CH2:40][CH2:41][CH3:42])[C:34]([C:43]([OH:45])=[O:44])=[CH:33][C:32]=5[C:31]4=[O:48])[CH2:28][CH2:29]3)[CH:7]=2)[CH2:5][CH2:4]1 |f:0.1|. Procedure: 2M aqueous sodium hydroxide solution (25 mL) was added to a solution of ethyl 6-(1-((6-cyclopropyl-3-ethoxy-2,4′-difluorobiphenyl-4-yl)methyl)piperidin-4-yl)-5-oxo-2-propyl-5,6,7,8-tetrahydro-1,6-naphthyridine-3-carboxylate (7.98 g) in ethanol (65 mL) at room temperature. The mixture was stirred at 80° C. under nitrogen atmosphere for 2 hours and concentrated in vacuo. The residue was dissolved in water. The solution was adjusted to neutral with 2M hydrochloric acid to give colorless crystals. A... Reactants: COc1cc(CCCC(=O)O)ccc1C, CCOCC, ClCCl, O=C(OC(=O)C(F)(F)F)C(F)(F)F. Product: COc1cc2c(cc1C)C(=O)CCC2. As a reaction SMILES: [CH3:1][O:2][c:3]1[cH:4][c:5]([CH2:10][CH2:11][CH2:12][C:13](=[O:14])[OH:15])[cH:6][cH:7][c:8]1[CH3:9].[CH3:32][CH2:33][O:34][CH2:35][CH3:36].[Cl:29][CH2:30][Cl:31].[F:16][C:17]([F:18])([F:19])[C:20]([O:21][C:22](=[O:23])[C:24]([F:25])([F:26])[F:27])=[O:28]>>[CH3:1][O:2][c:3]1[cH:4][c:5]2[c:6]([cH:7][c:8]1[CH3:9])[C:13](=[O:15])[CH2:12][CH2:11][CH2:10]2. Starting materials: COC1=C2C(C=CO2)=CC3=C1OC(=O)C=C3 (8-methoxypsoralen), [Mg] (magnesium). The solvent is C1=CC=CC=C1 (benzene), C1=CC=CC=C1 (benzene). Run at temperature 165 celsius, time 15 minute. Product: C1=COC=2C1=CC3=C(C2O)OC(=O)C=C3 (8-Hydroxypsoralen). Reaction SMILES: [Mg].C[O:3][C:4]1[C:12]2[O:13][C:14]([CH:16]=[CH:17][C:11]=2[CH:10]=[C:6]2[CH:7]=[CH:8][O:9][C:5]=12)=[O:15]>C1C=CC=CC=1>[CH:7]1[C:6]2=[CH:10][C:11]3[CH:17]=[CH:16][C:14](=[O:15])[O:13][C:12]=3[C:4]([OH:3])=[C:5]2[O:9][CH:8]=1. Procedure: To a suspension of magnesium (0.97 g, 0.04 mol) in dry benzene (75 ml) iodine (10.2 g, 0.04 mol) was added over a period of 1 hour. Then 75 ml of dry benzene was added and the mixture was refluxed for 1 hour. The next day, 8-methoxypsoralen (Sigma Cat. No. M 3501) (4.3 g, 0.02 mol) was added, and after stirring for 15 minutes, the solvent was evaporated under vacuum at 120° C. until the residue was practically dry. It was then further heated at 165° C. for 2 hours. The resulting solid was decomp... The reactants are CCCCCC (hexane), CC1=C(C=CC=C1C1=CC=CC=C1)CO ((2-methyl-3phenylphenyl)methanol), CC1(C(C1C=C(C)C)C(=O)Cl)C (2,2-dimethyl-3-(2-methyl-1-propenyl)cyclopropanecarbonyl chloride). Solvent: N1=CC=CC=C1 (pyridine), C(C)OCC (diethyl ether), C(C)OCC (diethyl ether). Reaction conditions: time 3 hour. The product is CC1(C(C1C=C(C)C)C(=O)OCC1=C(C(=CC=C1)C1=CC=CC=C1)C)C ((2-methyl-3-phenylphenyl)methyl 2,2-dimethyl-3-(2-methyl-1-propenyl)cyclopropanecarboxylate). Yield: 80.9%. RXN SMILES: [CH3:1][C:2]1[C:7]([C:8]2[CH:13]=[CH:12][CH:11]=[CH:10][CH:9]=2)=[CH:6][CH:5]=[CH:4][C:3]=1[CH2:14][OH:15].[CH3:16][C:17]1([CH3:27])[CH:19]([CH:20]=[C:21]([CH3:23])[CH3:22])[CH:18]1[C:24](Cl)=[O:25].CCCCCC>N1C=CC=CC=1.C(OCC)C>[CH3:16][C:17]1([CH3:27])[CH:19]([CH:20]=[C:21]([CH3:22])[CH3:23])[CH:18]1[C:24]([O:15][CH2:14][C:3]1[CH:4]=[CH:5][CH:6]=[C:7]([C:8]2[CH:9]=[CH:10][CH:11]=[CH:12][CH:13]=2)[C:2]=1[CH3:1])=[O:25]. Procedure: A solution of 2.97 g (15.0 mmol) of (2-methyl-3phenylphenyl)methanol in 1.5 ml of pyridine and 10 ml of diethyl ether, was dropwise added to a solution of 2.80 g (15.0 mmol) of 2,2-dimethyl-3-(2-methyl-1-propenyl)cyclopropanecarbonyl chloride in 10 ml of diethyl ether, and the mixture was stirred at room temperature for 3 hours. After an addition of 20 ml of hexane thereto, the inorganic salt was filtered off, and the filtrate was concentrated under reduced pressure. The product was purified by ... Starting materials: S(=O)(=O)(C)OCCCCC1C(CCC2=CC(=CC=C12)OC)(C)C1=CC=C(C=C1)OC ((1RS,2RS)-1,2,3,4-tetrahydro-1-(4-mesyloxybutyl)-6-methoxy-2-p-methoxyphenyl-2-methylnaphthalene), [C-]#N.[K+] (potassium cyanide), [Cl-].[Na+] (sodium chloride). Solvent: CS(=O)C (dimethylsulphoxide). Run at temperature 90 celsius, time 5 hour. The product is COC=1C=C2CCC(C(C2=CC1)CCCCC#N)(C)C1=CC=C(C=C1)OC (5-[(1RS,2RS)-6-methoxy-2-p-methoxyphenyl-2-methyl-1,2,3,4-tetrahydronaphth-1-yl]valeronitrile), [OH-].[K+] (potassium hydroxide). Isolated yield 1114.2%. As a reaction SMILES: S(O[CH2:6][CH2:7][CH2:8][CH2:9][CH:10]1[C:19]2[C:14](=[CH:15][C:16]([O:20][CH3:21])=[CH:17][CH:18]=2)[CH2:13][CH2:12][C:11]1([C:23]1[CH:28]=[CH:27][C:26]([O:29][CH3:30])=[CH:25][CH:24]=1)[CH3:22])(C)(=O)=[O:2].[C-:31]#[N:32].[K+:33].[Cl-].[Na+]>CS(C)=O>[CH3:21][O:20][C:16]1[CH:15]=[C:14]2[C:19](=[CH:18][CH:17]=1)[CH:10]([CH2:9][CH2:8][CH2:7][CH2:6][C:31]#[N:32])[C:11]([C:23]1[CH:28]=[CH:27][C:26]([O:29][CH3:30])=[CH:25][CH:24]=1)([CH3:22])[CH2:12][CH2:13]2.[OH-:2].[K+:33] |f:1.2,3.4,7.8|. Procedure: A mixture of (1RS,2RS)-1,2,3,4-tetrahydro-1-(4-mesyloxybutyl)-6-methoxy-2-p-methoxyphenyl-2-methylnaphthalene (Example 1, 1.73 g.), potassium cyanide (0.4 g.) and dimethylsulphoxide (13 ml.) was stirred for 5 hours at 90° C. under an atmosphere of argon and then poured into saturated aqueous sodium chloride solution, and the mixture was extracted with ethyl acetate. The extract was dried and evaporated to dryness and a solution of the 5-[(1RS,2RS)-6-methoxy-2-p-methoxyphenyl-2-methyl-1,2,3,4-tet... Starting materials: C1COCCN1, COCCOC, CCCCCCCCCCCC, COC(=O)c1cccc(Br)c1, [K+], [K+], [K+], O=C(C=Cc1ccccc1)C=Cc1ccccc1, O=C(C=Cc1ccccc1)C=Cc1ccccc1, O=C(C=Cc1ccccc1)C=Cc1ccccc1, O=P([O-])([O-])[O-], [Pd], [Pd]. The product is COC(=O)c1cccc(N2CCOCC2)c1. As a reaction SMILES: [CH2:20]1[CH2:21][O:22][CH2:23][CH2:24][NH:25]1.[CH3:26][O:27][CH2:28][CH2:29][O:30][CH3:31].[CH3:32][CH2:33][CH2:34][CH2:35][CH2:36][CH2:37][CH2:38][CH2:39][CH2:40][CH2:41][CH2:42][CH3:43].[CH3:9][O:10][C:11]([c:12]1[cH:13][c:14]([Br:18])[cH:15][cH:16][cH:17]1)=[O:19].[K+:6].[K+:7].[K+:8].[O:46]=[C:47]([CH:48]=[CH:49][c:50]1[cH:51][cH:52][cH:53][cH:54][cH:55]1)[CH:56]=[CH:57][c:58]1[cH:59][cH:60][cH:61][cH:62][cH:63]1.[O:64]=[C:65]([CH:66]=[CH:67][c:68]1[cH:69][cH:70][cH:71][cH:72][cH:73]1)[CH:74]=[CH:75][c:76]1[cH:77][cH:78][cH:79][cH:80][cH:81]1.[O:82]=[C:83]([CH:84]=[CH:85][c:86]1[cH:87][cH:88][cH:89][cH:90][cH:91]1)[CH:92]=[CH:93][c:94]1[cH:95][cH:96][cH:97][cH:98][cH:99]1.[P:1]([O-:2])([O-:3])([O-:4])=[O:5].[Pd:44].[Pd:45]>>[CH3:9][O:10][C:11]([c:12]1[cH:13][c:14]([N:25]2[CH2:20][CH2:21][O:22][CH2:23][CH2:24]2)[cH:15][cH:16][cH:17]1)=[O:19]. The reactants are O=C([O-])[O-], CN(C)C=O, OCCOCCCl, [I-], [K+], [K+], [Na+], O, c1ccc(C(c2ccccc2)N2CCNCC2)cc1. The product is OCCOCCN1CCN(C(c2ccccc2)c2ccccc2)CC1. As a reaction SMILES: [C:29](=[O:30])([O-:31])[O-:32].[CH3:35][N:36]([CH3:37])[CH:38]=[O:39].[Cl:20][CH2:21][CH2:22][O:23][CH2:24][CH2:25][OH:26].[I-:28].[K+:33].[K+:34].[Na+:27].[OH2:40].[c:1]1([CH:7]([N:8]2[CH2:9][CH2:10][NH:11][CH2:12][CH2:13]2)[c:14]2[cH:15][cH:16][cH:17][cH:18][cH:19]2)[cH:2][cH:3][cH:4][cH:5][cH:6]1>>[c:1]1([CH:7]([N:8]2[CH2:9][CH2:10][N:11]([CH2:21][CH2:22][O:23][CH2:24][CH2:25][OH:26])[CH2:12][CH2:13]2)[c:14]2[cH:15][cH:16][cH:17][cH:18][cH:19]2)[cH:2][cH:3][cH:4][cH:5][cH:6]1. Reactants: OC1(C(NC(NC1=O)=O)=O)C=1OC(=CC1)C (5-Hydroxy-5-(5-methyl-2-furyl)-2,4,6(1H,3H,5H)-pyrimidinetrione), [OH-].[Na+] (sodium hydroxide). Product: CC1=CC=C(O1)C1C(NC(O1)=O)=O (5-(5-Methyl-2-furyl)oxazolidine-2,4-dione). Reaction SMILES: [OH:1][C:2]1([C:11]2[O:12][C:13]([CH3:16])=[CH:14][CH:15]=2)C(=O)N[C:5](=[O:9])[NH:4][C:3]1=[O:10].[OH-].[Na+]>>[CH3:16][C:13]1[O:12][C:11]([CH:2]2[O:1][C:5](=[O:9])[NH:4][C:3]2=[O:10])=[CH:15][CH:14]=1 |f:1.2|. Procedure: 5-Hydroxy-5-(5-methyl-2-furyl)-2,4,6(1H,3H,5H)-pyrimidinetrione (6.3 g.) was dissolved in 50 ml. of 1 N sodium hydroxide and stirred at room temperature for 15 minutes. The reaction mixture was extracted with 50 ml. of ethyl acetate, and acidified with glacial acetic acid. Product was then extracted into fresh ethyl acetate (three 30 ml. portions). The combined ethyl acetate extracts were filtered through a bed of anhydrous magnesium sulfate and evaporated to an oil. The oil was chromatographed ... Starting materials: CCc1ccc(Br)cc1, C1CCOC1, C[Si](C)(C)Cl, [Cl-], [NH4+]. Yields the product CCc1ccc([Si](C)(C)C)cc1. Reaction SMILES: [Br:1][c:2]1[cH:3][cH:4][c:5]([CH2:8][CH3:9])[cH:6][cH:7]1.[CH2:17]1[O:18][CH2:19][CH2:20][CH2:21]1.[CH3:10][Si:11]([CH3:12])([CH3:13])[Cl:14].[Cl-:15].[NH4+:16]>>[c:2]1([Si:11]([CH3:10])([CH3:12])[CH3:13])[cH:3][cH:4][c:5]([CH2:8][CH3:9])[cH:6][cH:7]1.